Dataset: the Open Reaction Database (ORD), a public repository of structured organic reaction records. Task: describe an organic reaction: reactants, conditions, products, and yield Reactants: O1CCOC2=C1C=CC(=C2)C=O (2,3-dihydro-benzo[1,4]dioxine-6-carbaldehyde), 1.c, COC1=CC2=C(N=CS2)C=C1 (6-methoxy-benzothiazole), C(C)(C)(C)OC(N[C@@H]1CC[C@H](CC1)C(N(C)OC)=O)=O ([trans-4-(methoxy-methyl-carbamoyl)-cyclohexyl]-carbamic acid tert-butyl ester). Yields the product O1CCOC2=C1C=CC(=C2)CN[C@@H]2CC[C@H](CC2)C(=O)C=2SC1=C(N2)C=CC(=C1)OC ({trans-4-[(2,3-dihydro-benzo[1,4]dioxin-6-ylmethyl)-amino]-cyclohexyl}-(6-methoxy-benzothiazol-2-yl)-methanone), solid. RXN SMILES: [CH3:1][O:2][C:3]1[CH:11]=[CH:10][C:6]2[N:7]=[CH:8][S:9][C:5]=2[CH:4]=1.C(O[C:17](=O)[NH:18][C@H:19]1[CH2:24][CH2:23][C@H:22]([C:25](=[O:30])N(OC)C)[CH2:21][CH2:20]1)(C)(C)C.[O:32]1[C:37]2[CH:38]=[CH:39][C:40](C=O)=[CH:41][C:36]=2[O:35][CH2:34][CH2:33]1>>[O:32]1[C:37]2[CH:38]=[CH:39][C:40]([CH2:17][NH:18][C@H:19]3[CH2:20][CH2:21][C@H:22]([C:25]([C:8]4[S:9][C:5]5[CH:4]=[C:3]([O:2][CH3:1])[CH:11]=[CH:10][C:6]=5[N:7]=4)=[O:30])[CH2:23][CH2:24]3)=[CH:41][C:36]=2[O:35][CH2:34][CH2:33]1. Procedure details: Using 6-methoxy-benzothiazole (5 mmol), [trans-4-(methoxy-methyl-carbamoyl)-cyclohexyl]-carbamic acid tert-butyl ester (2.5 mmol) and 2,3-dihydro-benzo[1,4]dioxine-6-carbaldehyde (0.3 mmol) according to the same protocol as that described for example 1, steps 1.a to 1.c, the title compound was obtained as a yellowish solid (92 mg). Reactants: CCOC(C)=O, CCO, Cl, CCCCCC(=O)OC12CCC(CCC)(CC1)C(F)(F)C2F, [K+], [OH-], O. Yields the product CCCC12CCC(O)(CC1)C(F)C2(F)F. Reaction SMILES: [CH3:27][CH2:28][O:29][C:30](=[O:31])[CH3:32].[CH3:33][CH2:34][OH:35].[ClH:26].[F:1][CH:2]1[C:3]2([O:15][C:16]([CH2:17][CH2:18][CH2:19][CH2:20][CH3:21])=[O:22])[CH2:4][CH2:5][C:6]([CH2:12][CH2:13][CH3:14])([C:7]1([F:8])[F:9])[CH2:10][CH2:11]2.[K+:24].[OH-:23].[OH2:25]>>[F:1][CH:2]1[C:3]2([OH:15])[CH2:4][CH2:5][C:6]([CH2:12][CH2:13][CH3:14])([C:7]1([F:8])[F:9])[CH2:10][CH2:11]2. The reactants are ClCCl, CCCCOC(=O)C(NC(=O)OCc1ccccc1)OC(C)=O, Oc1ccccc1. Yields the product CCCCOC(=O)C(NC(=O)OCc1ccccc1)c1ccc(O)cc1. As a reaction SMILES: [CH2:31]([Cl:32])[Cl:33].[CH2:8]([CH2:9][CH2:10][CH3:11])[O:12][C:13]([CH:14]([NH:15][C:16](=[O:17])[O:18][CH2:19][c:20]1[cH:21][cH:22][cH:23][cH:24][cH:25]1)[O:26][C:27](=[O:28])[CH3:29])=[O:30].[OH:1][c:2]1[cH:3][cH:4][cH:5][cH:6][cH:7]1>>[OH:1][c:2]1[cH:3][cH:4][c:5]([CH:14]([C:13]([O:12][CH2:8][CH2:9][CH2:10][CH3:11])=[O:30])[NH:15][C:16](=[O:17])[O:18][CH2:19][c:20]2[cH:21][cH:22][cH:23][cH:24][cH:25]2)[cH:6][cH:7]1. Starting materials: CC(=O)OC(C)=O, ClCCl, CC(C)(CN)c1cc2cc(NC(=O)C3(c4ccc5c(c4)OCO5)CC3)ccc2[nH]1, O, c1ccncc1. Reaction SMILES: [CH3:36][C:37](=[O:38])[O:39][C:40](=[O:41])[CH3:42].[Cl:44][CH2:45][Cl:46].[NH2:1][CH2:2][C:3]([CH3:4])([CH3:5])[c:6]1[nH:7][c:8]2[cH:9][cH:10][c:11]([NH:15][C:16](=[O:17])[C:18]3([c:21]4[cH:22][c:23]5[c:24]([cH:28][cH:29]4)[O:25][CH2:26][O:27]5)[CH2:19][CH2:20]3)[cH:12][c:13]2[cH:14]1.[OH2:43].[cH:30]1[cH:31][cH:32][n:33][cH:34][cH:35]1>>[NH:1]([CH2:2][C:3]([CH3:4])([CH3:5])[c:6]1[nH:7][c:8]2[cH:9][cH:10][c:11]([NH:15][C:16](=[O:17])[C:18]3([c:21]4[cH:22][c:23]5[c:24]([cH:28][cH:29]4)[O:25][CH2:26][O:27]5)[CH2:19][CH2:20]3)[cH:12][c:13]2[cH:14]1)[C:37]([CH3:36])=[O:38]. Yields the product CC(=O)NCC(C)(C)c1cc2cc(NC(=O)C3(c4ccc5c(c4)OCO5)CC3)ccc2[nH]1. Starting materials: COc1cc(C(=O)OCc2ccccc2)ccc1OCc1ccccc1, CC(=O)O, ClCCl, O, O=[N+]([O-])O, O=S(=O)(O)O. Yields the product COc1cc(C(=O)OCc2ccccc2)c([N+](=O)[O-])cc1OCc1ccccc1. As a reaction SMILES: [CH2:1]([c:2]1[cH:3][cH:4][cH:5][cH:6][cH:7]1)[O:8][c:9]1[c:10]([O:25][CH3:26])[cH:11][c:12]([C:13](=[O:14])[O:15][CH2:16][c:17]2[cH:18][cH:19][cH:20][cH:21][cH:22]2)[cH:23][cH:24]1.[CH3:39][C:40](=[O:41])[OH:42].[Cl:27][CH2:28][Cl:29].[OH2:43].[OH:35][N+:36]([O-:37])=[O:38].[S:30](=[O:31])(=[O:32])([OH:33])[OH:34]>>[CH2:1]([c:2]1[cH:3][cH:4][cH:5][cH:6][cH:7]1)[O:8][c:9]1[c:10]([O:25][CH3:26])[cH:11][c:12]([C:13](=[O:14])[O:15][CH2:16][c:17]2[cH:18][cH:19][cH:20][cH:21][cH:22]2)[c:23]([N+:36](=[O:35])[O-:37])[cH:24]1. Reactants: CC=1N(C(=CC1)C)C=1C=C(C(CS(=O)(=O)C)O)C=C(C1C)N1C(=CC=C1C)C (3,5-bis(2,5-dimethylpyrrol-1-yl)-4-methyl-α-[(methylsulfonyl)methyl]benzyl alcohol), C[O-].[Na+] (sodium methylate), N(C1=CC=CC=C1)CCC#N (β-anilinopropionitrile). Solvent: CS(=O)C (dimethylsulfoxide). Yields the product N(C1=CC=CC=C1)C=C(C#N)CC1=CC(=C(C(=C1)N1C(=CC=C1C)C)C)N1C(=CC=C1C)C (α-(anilinomethylene)-3,5-bis(2,5-dimethylpyrrol-1-yl)-4-methylhydrocinnamonitrile). Reaction SMILES: [CH3:1][C:2]1[N:3]([C:8]2[CH:9]=[C:10]([CH:18]=[C:19]([N:22]3[C:26]([CH3:27])=[CH:25][CH:24]=[C:23]3[CH3:28])[C:20]=2[CH3:21])[CH:11](O)CS(C)(=O)=O)[C:4]([CH3:7])=[CH:5][CH:6]=1.C[O-].[Na+].[NH:32]([CH2:39][CH2:40][C:41]#[N:42])[C:33]1[CH:38]=[CH:37][CH:36]=[CH:35][CH:34]=1>CS(C)=O>[NH:32]([CH:39]=[C:40]([CH2:11][C:10]1[CH:18]=[C:19]([N:22]2[C:23]([CH3:28])=[CH:24][CH:25]=[C:26]2[CH3:27])[C:20]([CH3:21])=[C:8]([N:3]2[C:2]([CH3:1])=[CH:6][CH:5]=[C:4]2[CH3:7])[CH:9]=1)[C:41]#[N:42])[C:33]1[CH:38]=[CH:37][CH:36]=[CH:35][CH:34]=1 |f:1.2|. Procedure: A mixture of 4.95 g. of 3,5-bis(2,5-dimethylpyrrol-1-yl)-4-methyl-α-[(methylsulfonyl)methyl]benzyl alcohol, 0.95 g. of sodium methylate and 2.16 g. of β-anilinopropionitrile in 13 ml. of dimethylsulfoxide was stirred with the exclusion of moisture for 5 hours at 50° C. The mixture was poured into 100 ml. of water, the precipitated oil extracted with ethyl acetate, the ethyl acetate solution dried over sodium sulfate and evaporated. By purification of the residue over aluminum oxide with ethyl ac...